Dataset: the Open Reaction Database (ORD), a public repository of structured organic reaction records. Task: describe an organic reaction: reactants, conditions, products, and yield The reactants are C(C)Br (ethyl bromide), N1(CCNCC1)C=1C=CC=C2CC[C@H](CC12)NC(C)=O ((R)-N-[8-(piperazin-1-yl)-1,2,3,4-tetrahydro-2-naphthyl]acetamide), C([O-])([O-])=O.[K+].[K+] (potassium carbonate), [I-].[K+] (potassium iodide). The solvent is CC(=O)C (acetone), C(C)(=O)OCC.CCCCCC (ethyl acetate hexane). Product: C(C)N1CCN(CC1)C=1C=CC=C2CC[C@H](CC12)NC(C)=O ((R)-N-[8-(4-Ethylpiperazin-1-yl)-1,2,3,4-tetrahydro-2-naphthyl]acetamide). Isolated yield 78.0%. Reaction SMILES: [N:1]1([C:7]2[CH:8]=[CH:9][CH:10]=[C:11]3[C:16]=2[CH2:15][C@H:14]([NH:17][C:18](=[O:20])[CH3:19])[CH2:13][CH2:12]3)[CH2:6][CH2:5][NH:4][CH2:3][CH2:2]1.C(=O)([O-])[O-].[K+].[K+].[I-].[K+].[CH2:29](Br)[CH3:30]>CC(C)=O.C(OCC)(=O)C.CCCCCC>[CH2:29]([N:4]1[CH2:5][CH2:6][N:1]([C:7]2[CH:8]=[CH:9][CH:10]=[C:11]3[C:16]=2[CH2:15][C@H:14]([NH:17][C:18](=[O:20])[CH3:19])[CH2:13][CH2:12]3)[CH2:2][CH2:3]1)[CH3:30] |f:1.2.3,4.5,8.9|. Procedure details: To a mixture of (R)-N-[8-(piperazin-1-yl)-1,2,3,4-tetrahydro-2-naphthyl]acetamide (100 mg, 0.37 mmol), potassium carbonate (76 mg, 0.54 mmol) and potassium iodide (15 mg, 0.10 mmol) in acetone (20 mL) was added ethyl bromide (56 μL, 0.74 mmol) added and the reaction mixture was vigorously stirred over night. The reaction was filtered and the solvent was evaporated in vacuo. The residue was purified on a silica gel column using chloroform/methanol/concentrated ammonium hydroxide (95:5:0.5) as the... Starting materials: O=C1CCC2=C(CCC(OC(=O)c3ccccc3)C2)N1, CI, [H-], [Na+], C1CCOC1. Product: CN1C(=O)CCC2=C1CCC(OC(=O)c1ccccc1)C2. As a reaction SMILES: [C:1]([c:2]1[cH:3][cH:4][cH:5][cH:6][cH:7]1)(=[O:8])[O:9][CH:10]1[CH2:11][C:12]2=[C:17]([NH:16][C:15](=[O:20])[CH2:14][CH2:13]2)[CH2:18][CH2:19]1.[CH3:21][I:22].[H-:23].[Na+:24].[O:25]1[CH2:26][CH2:27][CH2:28][CH2:29]1>>[C:1]([c:2]1[cH:3][cH:4][cH:5][cH:6][cH:7]1)(=[O:8])[O:9][CH:10]1[CH2:11][C:12]2=[C:17]([N:16]([CH3:21])[C:15](=[O:20])[CH2:14][CH2:13]2)[CH2:18][CH2:19]1. The reactants are C(C)C1C(CC(C(C(OC(C2CCCCN2C(C(C2(C(CC(C(C(CC(CC(=C1)C)C)OC)O2)OC)C)O)=O)=O)=O)C(=CC2CC(C(CC2)O)OC)C)C)O)=O (17-ethyl-1,14-dihydroxy-12-[2'-(4"-hydroxy-3"-methoxycyclohexyl)-1'-methylvinyl]-23,25-dimethoxy-13,19,21,27-tetramethyl-11,28-dioxa-4-azatricyclo[22.3.1.04,9 ]octacos-18-ene-2,3,10,16-tetraone), B(F)(F)F.CCOCC (boron trifluoride etherate), [N+](=[N-])=CC(=O)OCC (ethyl diazoacetate). The solvent is C(C)OCC (diethyl ether). Reaction conditions: time 12 hour. Yields the product C(C)C1C(CC(C(C(OC(C2CCCCN2C(C(C2(C(CC(C(C(CC(CC(=C1)C)C)OC)O2)OC)C)O)=O)=O)=O)C(=CC2CC(C(CC2)C(=O)OCOCC)OC)C)C)O)=O (17-ethyl-1,14-dihydroxy-12-[2'-(4"-(ethoxycarbomethoxy)-3"-methoxycyclohexyl)-1'-methylvinyl]-23,25-dimethoxy-13,19,21,27-tetramethyl-11,28-dioxa-4-azatricyclo[22.3.1.04,9 ]octacos-18-ene-2,3,10,16-tetraone). Isolated yield 38.5%. RXN SMILES: [CH2:1]([CH:3]1[CH:29]=[C:28]([CH3:30])[CH2:27][CH:26]([CH3:31])[CH2:25][CH:24]([O:32][CH3:33])[CH:23]2[O:34][C:19]([OH:38])([CH:20]([CH3:37])[CH2:21][CH:22]2[O:35][CH3:36])[C:18](=[O:39])[C:17](=[O:40])[N:16]2[CH:11]([CH2:12][CH2:13][CH2:14][CH2:15]2)[C:10](=[O:41])[O:9][CH:8]([C:42]([CH3:53])=[CH:43][CH:44]2[CH2:49][CH2:48][CH:47](O)[CH:46]([O:51][CH3:52])[CH2:45]2)[CH:7]([CH3:54])[CH:6]([OH:55])[CH2:5][C:4]1=[O:56])[CH3:2].B(F)(F)F.[CH3:61][CH2:62][O:63][CH2:64]C.[N+](=C[C:69]([O:71]CC)=[O:70])=[N-]>C(OCC)C>[CH2:1]([CH:3]1[CH:29]=[C:28]([CH3:30])[CH2:27][CH:26]([CH3:31])[CH2:25][CH:24]([O:32][CH3:33])[CH:23]2[O:34][C:19]([OH:38])([CH:20]([CH3:37])[CH2:21][CH:22]2[O:35][CH3:36])[C:18](=[O:39])[C:17](=[O:40])[N:16]2[CH:11]([CH2:12][CH2:13][CH2:14][CH2:15]2)[C:10](=[O:41])[O:9][CH:8]([C:42]([CH3:53])=[CH:43][CH:44]2[CH2:49][CH2:48][CH:47]([C:69]([O:71][CH2:64][O:63][CH2:62][CH3:61])=[O:70])[CH:46]([O:51][CH3:52])[CH2:45]2)[CH:7]([CH3:54])[CH:6]([OH:55])[CH2:5][C:4]1=[O:56])[CH3:2] |f:1.2|. Reported procedure: To a stirred solution of 17-ethyl-1,14-dihydroxy-12-[2'-(4"-hydroxy-3"-methoxycyclohexyl)-1'-methylvinyl]-23,25-dimethoxy-13,19,21,27-tetramethyl-11,28-dioxa-4-azatricyclo[22.3.1.04,9 ]octacos-18-ene-2,3,10,16-tetraone (200 mg., 0.253 mmol., 1 eq.) in diethyl ether (6 mL.) was added boron trifluoride etherate (0.009 mL., 0.073 mmol., 0.3 eq.) and ethyl diazoacetate (0.080 mL., 0.760 mmol., 3 eq.). The reaction mixture was stirred 12 h. The reaction mixture was quenched with saturated aqueous NaH... The reactants are CCN(C(C)C)C(C)C, CCN, Cl, O=C(O)c1ccc(N2CCN(Cc3cnc4c(c3)NC(=O)C3CCCCN43)CC2)nc1, CN(C)C=O. Product: CCNC(=O)c1ccc(N2CCN(Cc3cnc4c(c3)NC(=O)C3CCCCN43)CC2)nc1. Reaction SMILES: [CH2:32]([CH3:33])[N:34]([CH:35]([CH3:36])[CH3:37])[CH:38]([CH3:39])[CH3:40].[CH2:42]([NH2:43])[CH3:44].[ClH:41].[O:1]=[C:2]1[CH:3]2[N:4]([c:5]3[c:6]([cH:8][c:9]([CH2:12][N:13]4[CH2:14][CH2:15][N:16]([c:19]5[n:20][cH:21][c:22]([C:23](=[O:24])[OH:25])[cH:26][cH:27]5)[CH2:17][CH2:18]4)[cH:10][n:11]3)[NH:7]1)[CH2:28][CH2:29][CH2:30][CH2:31]2.[O:45]=[CH:46][N:47]([CH3:48])[CH3:49]>>[O:1]=[C:2]1[CH:3]2[N:4]([c:5]3[c:6]([cH:8][c:9]([CH2:12][N:13]4[CH2:14][CH2:15][N:16]([c:19]5[n:20][cH:21][c:22]([C:23](=[O:24])[NH:34][CH2:32][CH3:33])[cH:26][cH:27]5)[CH2:17][CH2:18]4)[cH:10][n:11]3)[NH:7]1)[CH2:28][CH2:29][CH2:30][CH2:31]2. Starting materials: [Br-], C[Si](C)(C)N=C=S, Cc1cnc2c(c1)CCCC2, Cc1ccccc1, CC(C)[Mg+], O. Yields the product Cc1cnc2c(c1)CCCC2C(N)=S. RXN SMILES: [Br-:12].[CH3:17][Si:18]([CH3:19])([CH3:20])[N:21]=[C:22]=[S:23].[CH3:1][c:2]1[cH:3][n:4][c:5]2[c:10]([cH:11]1)[CH2:9][CH2:8][CH2:7][CH2:6]2.[CH3:24][c:25]1[cH:26][cH:27][cH:28][cH:29][cH:30]1.[CH:13]([Mg+:14])([CH3:15])[CH3:16].[OH2:31]>>[CH3:1][c:2]1[cH:3][n:4][c:5]2[c:10]([cH:11]1)[CH2:9][CH2:8][CH2:7][CH:6]2[C:22]([NH2:21])=[S:23]. Starting materials: C(C)OC(=O)C1CCC(CC1)=O (4-oxocyclohexanecarboxylic acid ethyl ester). Run in OS(=O)(=O)O (H2SO4). Conditions: temperature 90 celsius, time 2 hour. The product is O=C1CCC(CC1)C(=O)O (4-Oxocyclohexanecarboxylic Acid). Yield: 102.0%. As a reaction SMILES: C([O:3][C:4]([CH:6]1[CH2:11][CH2:10][C:9](=[O:12])[CH2:8][CH2:7]1)=[O:5])C>OS(O)(=O)=O>[O:12]=[C:9]1[CH2:10][CH2:11][CH:6]([C:4]([OH:5])=[O:3])[CH2:7][CH2:8]1. Reported procedure: 20 mmol (3.4 g) of 4-oxocyclohexanecarboxylic acid ethyl ester is suspended in 40 ml of 2% H2SO4 and stirred for 2 hours at 90° C. Then, it is extracted 4 times with ethyl acetate, dried with Na2SO4, and solvent is removed. Recrystallization is carried out from ether/hexane and yields 2.9 g of white solid 3. Reactants: COc1ccc(F)cc1-c1cccc(-n2cnc(C(=O)N(C)OC)c2)c1, Cc1cncs1. The product is COc1ccc(F)cc1-c1cccc(-n2cnc(C(=O)c3ncc(C)s3)c2)c1. Reaction SMILES: [CH3:1][O:2][N:3]([C:4](=[O:5])[c:6]1[n:7][cH:8][n:9](-[c:11]2[cH:12][c:13](-[c:17]3[c:18]([O:24][CH3:25])[cH:19][cH:20][c:21]([F:23])[cH:22]3)[cH:14][cH:15][cH:16]2)[cH:10]1)[CH3:26].[CH3:27][c:28]1[cH:29][n:30][cH:31][s:32]1>>[C:4](=[O:5])([c:6]1[n:7][cH:8][n:9](-[c:11]2[cH:12][c:13](-[c:17]3[c:18]([O:24][CH3:25])[cH:19][cH:20][c:21]([F:23])[cH:22]3)[cH:14][cH:15][cH:16]2)[cH:10]1)[c:31]1[n:30][cH:29][c:28]([CH3:27])[s:32]1. Starting materials: FC(OC1=CC=C(CNC(=O)[C@@H]2N(CCNC2)S(=O)(=O)C2=CC=C(C=C2)C2CC2)C=C1)(F)F ((R)-1-(4-cyclopropyl-benzenesulfonyl)-piperazine-2-carboxylic acid 4-trifluoromethoxy-benzylamide), ClC=1SC2=C(N=C(N=C2Cl)C2CC2)N1 (2,7-dichloro-5-cyclopropyl-thiazolo [4,5-d]pyrimidine), C(C)(C)N(C(C)C)CC (N,N-diisopropylethylamine). Run in C(C)(=O)OCC (ethyl acetate), C(Cl)(Cl)Cl (chloroform). Conditions: time 8 hour. The product is FC(OC1=CC=C(CNC(=O)[C@@H]2N(CCN(C2)C=2SC3=C(N=C(N=C3Cl)C3CC3)N2)S(=O)(=O)C2=CC=C(C=C2)C2CC2)C=C1)(F)F ((R)-4-(7-chloro-5-cyclopropyl-thiazolo[4,5-d]pyrimidin-2-yl)-1-(4-cyclopropyl-benzenesulfonyl)-piperazine-2-carboxylic acid 4-trifluoromethoxy-benzylamide). Isolated yield 96.6%. As a reaction SMILES: [F:1][C:2]([F:33])([F:32])[O:3][C:4]1[CH:31]=[CH:30][C:7]([CH2:8][NH:9][C:10]([C@H:12]2[CH2:17][NH:16][CH2:15][CH2:14][N:13]2[S:18]([C:21]2[CH:26]=[CH:25][C:24]([CH:27]3[CH2:29][CH2:28]3)=[CH:23][CH:22]=2)(=[O:20])=[O:19])=[O:11])=[CH:6][CH:5]=1.Cl[C:35]1[S:36][C:37]2[C:42]([Cl:43])=[N:41][C:40]([CH:44]3[CH2:46][CH2:45]3)=[N:39][C:38]=2[N:47]=1.C(N(CC)C(C)C)(C)C>C(Cl)(Cl)Cl.C(OCC)(=O)C>[F:33][C:2]([F:1])([F:32])[O:3][C:4]1[CH:31]=[CH:30][C:7]([CH2:8][NH:9][C:10]([C@H:12]2[CH2:17][N:16]([C:35]3[S:36][C:37]4[C:42]([Cl:43])=[N:41][C:40]([CH:44]5[CH2:45][CH2:46]5)=[N:39][C:38]=4[N:47]=3)[CH2:15][CH2:14][N:13]2[S:18]([C:21]2[CH:26]=[CH:25][C:24]([CH:27]3[CH2:28][CH2:29]3)=[CH:23][CH:22]=2)(=[O:19])=[O:20])=[O:11])=[CH:6][CH:5]=1. Reported procedure: To a mixture of (R)-1-(4-cyclopropyl-benzenesulfonyl)-piperazine-2-carboxylic acid 4-trifluoromethoxy-benzylamide (39 mg) obtained in Example 1100, Step 4 and 2,7-dichloro-5-cyclopropyl-thiazolo [4,5-d]pyrimidine (20 mg) in chloroform (1.0 ml) was added N,N-diisopropylethylamine (20 μl) at room temperature. After stirring overnight at room temperature, the reaction mixture was diluted with ethyl acetate, and the mixture was partitioned by adding water. The organic layer was dried over anhydrous ... Starting materials: NCC1=CC=C(O1)C=1N=C(SC1)N=C(N)N (4-(5-aminomethylfuran-2-yl)-2-(diaminomethyleneamino)thiazole), CSC(=NC#N)SC (dimethyl N-cyanodithioiminocarbonate), CN (methylamine). Solvent: CN(C=O)C (N,N-dimethylformamide). Conditions: time 1 hour. Yields the product NC(N)=NC=1SC=C(N1)C=1OC(=CC1)CNC(=NC#N)NC (2-(diaminomethyleneamino)-4-[5-(2-cyano-3-methylguanidino)methylfuran-2-yl]thiazole). RXN SMILES: [NH2:1][CH2:2][C:3]1[O:7][C:6]([C:8]2[N:9]=[C:10]([N:13]=[C:14]([NH2:16])[NH2:15])[S:11][CH:12]=2)=[CH:5][CH:4]=1.CS[C:19](SC)=[N:20][C:21]#[N:22].[CH3:25][NH2:26]>CN(C)C=O>[NH2:15][C:14](=[N:13][C:10]1[S:11][CH:12]=[C:8]([C:6]2[O:7][C:3]([CH2:2][NH:1][C:19]([NH:26][CH3:25])=[N:20][C:21]#[N:22])=[CH:4][CH:5]=2)[N:9]=1)[NH2:16]. Procedure: A solution of 4-(5-aminomethylfuran-2-yl)-2-(diaminomethyleneamino)thiazole (7.00 g) and dimethyl N-cyanodithioiminocarbonate (4.31 g) in N,N-dimethylformamide (70 ml) was stirred at 70° C. for two hours. 40% Aqueous methylamine by weight (14 ml) was added to the warmed solution and the mixture was stirred for an additional one hour at the same temperature. After the solvent was evaporated in vacuo, the residue was chromatographed on alumina, eluting with a mixture of chloroform and methanol (9:...